Dataset: the Open Reaction Database (ORD), a public repository of structured organic reaction records. Task: describe an organic reaction: reactants, conditions, products, and yield The reactants are COC(=O)CCCCCCc1ncsc1CO, ClCCl. Product: COC(=O)CCCCCCc1ncsc1C=O. RXN SMILES: [C:1](=[O:2])([O:3][CH3:4])[CH2:5][CH2:6][CH2:7][CH2:8][CH2:9][CH2:10][c:11]1[n:12][cH:13][s:14][c:15]1[CH2:16][OH:17].[Cl:18][CH2:19][Cl:20]>>[C:1](=[O:2])([O:3][CH3:4])[CH2:5][CH2:6][CH2:7][CH2:8][CH2:9][CH2:10][c:11]1[n:12][cH:13][s:14][c:15]1[CH:16]=[O:17].